The task is: describe an organic reaction: reactants, conditions, products, and yield. This data is from the Open Reaction Database (ORD), a public repository of structured organic reaction records. Reactants: COC(CC1N(C(=NC2=C(C=CC=C12)F)C1=CC=C(C=C1)Br)C1=C(C=CC(=C1)C(F)(F)F)OC)=O (Methyl{2-(4-bromophenyl)-8-fluoro-3-[2-methoxy-5-(trifluoromethyl)phenyl]-3,4-dihydroquinazolin-4-yl}acetate), COC=1C=C(C=CC1)B(O)O (3-methoxyphenylboronic acid), C([O-])([O-])=O.[Na+].[Na+] (sodium carbonate). Reagents/catalysts: Cl[Pd]([P](C1=CC=CC=C1)(C2=CC=CC=C2)C3=CC=CC=C3)([P](C4=CC=CC=C4)(C5=CC=CC=C5)C6=CC=CC=C6)Cl (bis(triphenylphosphine)palladium(II) chloride). Solvent: COCCOC (1,2-dimethoxyethane), O (water). Yields the product COC(CC1N(C(=NC2=C(C=CC=C12)F)C1=CC=C(C=C1)C1=CC(=CC=C1)OC)C1=C(C=CC(=C1)C(F)(F)F)OC)=O (Methyl{2-[4-(3-methoxyphenyl)phenyl]-8-fluoro-3-[2-methoxy-5-(trifluoromethyl)phenyl]-3,4-dihydro-4-quinazolinyl}acetate). Reaction SMILES: [CH3:1][O:2][C:3](=[O:35])[CH2:4][CH:5]1[C:14]2[C:9](=[C:10]([F:15])[CH:11]=[CH:12][CH:13]=2)[N:8]=[C:7]([C:16]2[CH:21]=[CH:20][C:19](Br)=[CH:18][CH:17]=2)[N:6]1[C:23]1[CH:28]=[C:27]([C:29]([F:32])([F:31])[F:30])[CH:26]=[CH:25][C:24]=1[O:33][CH3:34].[CH3:36][O:37][C:38]1[CH:39]=[C:40](B(O)O)[CH:41]=[CH:42][CH:43]=1.C(=O)([O-])[O-].[Na+].[Na+]>COCCOC.O.Cl[Pd](Cl)([P](C1C=CC=CC=1)(C1C=CC=CC=1)C1C=CC=CC=1)[P](C1C=CC=CC=1)(C1C=CC=CC=1)C1C=CC=CC=1>[CH3:1][O:2][C:3](=[O:35])[CH2:4][CH:5]1[C:14]2[C:9](=[C:10]([F:15])[CH:11]=[CH:12][CH:13]=2)[N:8]=[C:7]([C:16]2[CH:21]=[CH:20][C:19]([C:42]3[CH:41]=[CH:40][CH:39]=[C:38]([O:37][CH3:36])[CH:43]=3)=[CH:18][CH:17]=2)[N:6]1[C:23]1[CH:28]=[C:27]([C:29]([F:32])([F:31])[F:30])[CH:26]=[CH:25][C:24]=1[O:33][CH3:34] |f:2.3.4,^1:62,81|. Procedure details: Starting from 1.00 g (1.81 mmol) of the bromide from Example 11A, reaction by general method [D] with 0.33 g (2.18 mmol) of 3-methoxyphenylboronic acid, 0.06 g (0.09 mmol) of bis(triphenylphosphine)palladium(II) chloride and 0.23 g (2.18 mmol) of sodium carbonate in 20 ml of 1,2-dimethoxyethane and 1 ml of water results in 466 mg (44% of theory) of the target compound. The reactants are [OH-].[Na+] (NaOH), C(C)(=O)N(C(=O)C=1C(N(C2=CC=CC=C2C1OC(C)=O)C)=O)C1=CC=CC=C1 (N-acetyl-N-phenyl-4-acetoxy-1,2-dihydro-1-methyl-2-oxo-quinoline-3-carboxamide), Cl (HCl). Run in CO (MeOH), C1CCOC1 (THF), CO (MeOH), O (water). Run at time 3 minute. The product is C1(=CC=CC=C1)NC(=O)C=1C(N(C2=CC=CC=C2C1OC(C)=O)C)=O (N-phenyl-4-acetoxy-1,2-dihydro-1-methyl-2-oxo-quinoline-3-carboxamide). Reaction SMILES: [OH-].[Na+].C([N:6]([C:25]1[CH:30]=[CH:29][CH:28]=[CH:27][CH:26]=1)[C:7]([C:9]1[C:10](=[O:24])[N:11]([CH3:23])[C:12]2[C:17]([C:18]=1[O:19][C:20](=[O:22])[CH3:21])=[CH:16][CH:15]=[CH:14][CH:13]=2)=[O:8])(=O)C.Cl>CO.C1COCC1.O>[C:25]1([NH:6][C:7]([C:9]2[C:10](=[O:24])[N:11]([CH3:23])[C:12]3[C:17]([C:18]=2[O:19][C:20](=[O:22])[CH3:21])=[CH:16][CH:15]=[CH:14][CH:13]=3)=[O:8])[CH:26]=[CH:27][CH:28]=[CH:29][CH:30]=1 |f:0.1|. Procedure details: A solution of NaOH in MeOH (0.50 mL, 0.20 M, 0.10 mmol) was added to a solution of N-acetyl-N-phenyl-4-acetoxy-1,2-dihydro-1-methyl-2-oxo-quinoline-3-carboxamide (38 mg, 0.10 mmol) in MeOH (1.0 mL) and THF (0.5 mL). After stirring for 3 min, the solution was neutralized with aq. HCl (0.2 mL, 0.5 M) and further diluted with water (ca 10 mL). The precipitated product (29 mg, 86%) was collected by filtration and washed with water. Reactants: ClC1=NC(=C2N=C(N(C2=N1)C)CN1CCC(CC1)C1COC1)N1CCOCC1 (2-chloro-9-methyl-6-morpholin-4-yl-8-(4-oxetan-3-yl-piperidin-1-ylmethyl)-9H-purine), N1C(=NC2=C1C=CC=C2)CN ((1H-benzoimidazol-2-yl)methyl-amine), CC(C)C1=CC(=C(C(=C1)C(C)C)C2=C(C=CC=C2)P(C3CCCCC3)C4CCCCC4)C(C)C (Xphos), C([O-])([O-])=O.[Cs+].[Cs+] (cesium carbonate), CN(C)C=O (DMF). The reagents and catalysts are C=1C=CC(=CC1)/C=C/C(=O)/C=C/C2=CC=CC=C2.C=1C=CC(=CC1)/C=C/C(=O)/C=C/C2=CC=CC=C2.C=1C=CC(=CC1)/C=C/C(=O)/C=C/C2=CC=CC=C2.[Pd].[Pd] (Pd2dba3). Product: CNC1=NC2=C(N1C1=NC(=C3N=C(N(C3=N1)C)CN1CCC(CC1)C1COC1)N1CCOCC1)C=CC=C2 (N-methyl-1-(9-methyl-6-morpholino-8-((4-(oxetan-3-yl)piperidin-1-yl)methyl)-9H-purin-2-yl)-1H-benzo[d]imidazol-2-amine). Isolated yield 45.0%. RXN SMILES: Cl[C:2]1[N:10]=[C:9]2[C:5]([N:6]=[C:7]([CH2:12][N:13]3[CH2:18][CH2:17][CH:16]([CH:19]4[CH2:22][O:21][CH2:20]4)[CH2:15][CH2:14]3)[N:8]2[CH3:11])=[C:4]([N:23]2[CH2:28][CH2:27][O:26][CH2:25][CH2:24]2)[N:3]=1.[NH:29]1[C:33]2[CH:34]=[CH:35][CH:36]=[CH:37][C:32]=2[N:31]=[C:30]1CN.CC(C1C=C(C(C)C)C(C2C=CC=CC=2P(C2CCCCC2)C2CCCCC2)=C(C(C)C)C=1)C.C(=O)([O-])[O-].[Cs+].[Cs+].[CH3:80][N:81](C=O)C>C1C=CC(/C=C/C(/C=C/C2C=CC=CC=2)=O)=CC=1.C1C=CC(/C=C/C(/C=C/C2C=CC=CC=2)=O)=CC=1.C1C=CC(/C=C/C(/C=C/C2C=CC=CC=2)=O)=CC=1.[Pd].[Pd]>[CH3:80][NH:81][C:30]1[N:29]([C:2]2[N:10]=[C:9]3[C:5]([N:6]=[C:7]([CH2:12][N:13]4[CH2:14][CH2:15][CH:16]([CH:19]5[CH2:20][O:21][CH2:22]5)[CH2:17][CH2:18]4)[N:8]3[CH3:11])=[C:4]([N:23]3[CH2:28][CH2:27][O:26][CH2:25][CH2:24]3)[N:3]=2)[C:33]2[CH:34]=[CH:35][CH:36]=[CH:37][C:32]=2[N:31]=1 |f:3.4.5,7.8.9.10.11|. Procedure: A mixture of 2-chloro-9-methyl-6-morpholin-4-yl-8-(4-oxetan-3-yl-piperidin-1-ylmethyl)-9H-purine (100 mg, 0.25 mmol), (1H-benzoimidazol-2-yl)methyl-amine (43 mg, 0.29 mmol), Pd2dba3 (6 mg, 0.006 mmol), Xphos (12 mg, 0.025 mmol) and cesium carbonate (121 mg, 0.37 mmol) in DMF (2 mL) was purged with argon gas then subjected to microwave irradiation at 145° C. for 30 min. The reaction mixture was loaded onto an Isolute® SCX-2 cartridge (10 g), which was washed with MeOH/DCM before the desired produ... Starting materials: O=CCCP(OCC)(=O)OCC (diethyl 3-oxo-propane phosphonate), diethyl acetal, C(C1=CC=CC=C1)(C1=CC=CC=C1)(C1=CC=CC=C1)N1N=CN=C1 (1-trityl-1,2,4-triazole), CN(CCN(C)C)C (N,N,N',N'-tetramethylethylenediamine), C(CCC)[Li] (n-Butyllithium). Run in C(=O)O (formic acid), O1CCCC1 (tetrahydrofuran). The product is P(O)(O)=O.C(C)C(C)(C(C1=NC=NN1C(C1=CC=CC=C1)(C1=CC=CC=C1)C1=CC=CC=C1)O)CC (diethyl 3-hydroxy-3(1-trityl-1,2,4-triazol-5-yl)propane phosphonate). Reported procedure: A solution of 1-trityl-1,2,4-triazole (10.0 g, prepared as described in Example 1) and N,N,N',N'-tetramethylethylenediamine (3.8 g) in dry tetrahydrofuran (250 ml) was cooled to -70° C. under nitrogen. n-Butyllithium (22.2 ml, 1.6M solution in hexane) was added dropwise, with stirring, at such a rate that the internal temperature was maintained below -60° C. The red solution was stirred at -70° C. for twenty-five minutes, then treated dropwise with diethyl 3-oxo-propane phosphonate (6.20 g, prep... RXN SMILES: [C:1]([N:20]1[CH:24]=[N:23][CH:22]=[N:21]1)([C:14]1[CH:19]=[CH:18][CH:17]=[CH:16][CH:15]=1)([C:8]1[CH:13]=[CH:12][CH:11]=[CH:10][CH:9]=1)[C:2]1[CH:7]=[CH:6][CH:5]=[CH:4][CH:3]=1.CN(C)[CH2:27][CH2:28]N(C)C.[CH2:33]([Li])[CH2:34]CC.[O:38]=[CH:39][CH2:40][CH2:41][P:42]([O:47]CC)(=[O:46])[O:43]CC>O1CCCC1.C(O)=O>[PH:42](=[O:43])([OH:47])[OH:46].[CH2:33]([C:40]([CH2:27][CH3:28])([CH:39]([OH:38])[C:24]1[N:20]([C:1]([C:8]2[CH:13]=[CH:12][CH:11]=[CH:10][CH:9]=2)([C:14]2[CH:15]=[CH:16][CH:17]=[CH:18][CH:19]=2)[C:2]2[CH:7]=[CH:6][CH:5]=[CH:4][CH:3]=2)[N:21]=[CH:22][N:23]=1)[CH3:41])[CH3:34] |f:6.7|.